The task is: describe an organic reaction: reactants, conditions, products, and yield. This data is from the Open Reaction Database (ORD), a public repository of structured organic reaction records. Reactants: C(C)OC(C1=CC(C(=O)O)=CC(=C1)C(N(CCC)C)=O)=O (5-(methyl-propyl-carbamoyl)-isophthalic acid monoethyl ester), Cl.CN(CCCN=C=NCC)C (1-(3-dimethylaminopropyl)-3-ethylcarbodiimide hydrochloride), C1CCOC1 (THF), [F-].C(CCC)[N+](CCCC)(CCCC)CCCC (tetrabutylammonium fluoride), C1CCOC1 (THF). Run in ClCCl (dichloromethane). Product: C(C)OC(C1=CC(C(=O)N(CCC)C)=CC(=C1)C1=NC(=NO1)C)=O (N-Methyl-5-(3-methyl-[1,2,4]oxadiazol-5-yl)-N-propyl-isophthalamic acid ethyl ester). Isolated yield 36.0%. RXN SMILES: [CH2:1]([O:3][C:4](=[O:21])[C:5]1[CH:13]=[C:12]([C:14](=[O:20])[N:15]([CH3:19])[CH2:16][CH2:17][CH3:18])[CH:11]=[C:7]([C:8]([OH:10])=O)[CH:6]=1)[CH3:2].Cl.CN(C)CCCN=C=[N:30][CH2:31][CH3:32].C1COCC1.[F-].C([N+:44](CCCC)(CCCC)CCCC)CCC>ClCCl>[CH2:1]([O:3][C:4](=[O:21])[C:5]1[CH:6]=[C:7]([C:8]2[O:10][N:44]=[C:31]([CH3:32])[N:30]=2)[CH:11]=[C:12]([C:14]([N:15]([CH3:19])[CH2:16][CH2:17][CH3:18])=[O:20])[CH:13]=1)[CH3:2] |f:1.2,4.5|. Procedure details: Stir a solution of 5-(methyl-propyl-carbamoyl)-isophthalic acid monoethyl ester (330 mg, 1.13 mmol), acetamideoxime (117 mg, 1.58 mmol), and 1-(3-dimethylaminopropyl)-3-ethylcarbodiimide hydrochloride (303 mg, 1.58 mmol) in dichloromethane (20 mL) at room temperature overnight. Concentrate and purify (silica gel chromatography, eluting with 2:98 methanol:dichloromethane). Concentrate and add THF (30 mL) and 1 N tetrabutylammonium fluoride in THF (43 μL, 0.043 mmol). Reflux the solution for 30 mi...